Dataset: the Open Reaction Database (ORD), a public repository of structured organic reaction records. Task: describe an organic reaction: reactants, conditions, products, and yield Reactants: NC1=NC2=CC(=CC=C2C(=C1)N1CCN(CC1)C(=O)NC1CC(CCC1)C(=O)OC)Cl (3-[[[4-(2-amino-7-chloro-4-quinolinyl)-1-piperazinyl]carbonyl]amino]-cyclohexanecarboxylic acid, methyl ester), O[Li].O (LiOH.H2O). Run in C1CCOC1 (THF), O (water). Conditions: time 8 hour. Yields the product NC1=NC2=CC(=CC=C2C(=C1)N1CCN(CC1)C(=O)NC1CC(CCC1)C(=O)O)Cl (3-[[[4-(2-Amino-7-chloro-4-quinolinyl)-1-piperazinyl]carbonyl]amino]-cyclohexanecarboxylic Acid). RXN SMILES: [NH2:1][C:2]1[CH:11]=[C:10]([N:12]2[CH2:17][CH2:16][N:15]([C:18]([NH:20][CH:21]3[CH2:26][CH2:25][CH2:24][CH:23]([C:27]([O:29]C)=[O:28])[CH2:22]3)=[O:19])[CH2:14][CH2:13]2)[C:9]2[C:4](=[CH:5][C:6]([Cl:31])=[CH:7][CH:8]=2)[N:3]=1.O[Li].O>C1COCC1.O>[NH2:1][C:2]1[CH:11]=[C:10]([N:12]2[CH2:13][CH2:14][N:15]([C:18]([NH:20][CH:21]3[CH2:26][CH2:25][CH2:24][CH:23]([C:27]([OH:29])=[O:28])[CH2:22]3)=[O:19])[CH2:16][CH2:17]2)[C:9]2[C:4](=[CH:5][C:6]([Cl:31])=[CH:7][CH:8]=2)[N:3]=1 |f:1.2|. Procedure details: To a solution of 3-[[[4-(2-amino-7-chloro-4-quinolinyl)-1-piperazinyl]carbonyl]amino]-cyclohexanecarboxylic acid, methyl ester (150 mg, 0.33 mmol) in THF (20 mL) and water (6 mL) was added LiOH.H2O (28.0 mg). The reaction mixture was stirred at rt overnight, and then solvent was evaporated in vacuo. The resulting residue was acidified to pH 4, the precipitate was collected by filtration and dried to afford the title product. LC-MS: 432 (M++1). 1H NMR (DMSO-d6) δ 1.10 (m, 2H), 1.25 (m, 2H), 1.75 ...